From a dataset of the Open Reaction Database (ORD), a public repository of structured organic reaction records. describe an organic reaction: reactants, conditions, products, and yield The reactants are CCN(CC)c1ccc(CCCc2ccc(Nc3ccccc3C(=O)OC)cc2)cc1, CCO, CC(C)=O. The product is CCN(CC)c1ccc(CCCc2ccc(Nc3ccccc3C(=O)O)cc2)cc1. RXN SMILES: [CH3:1][O:2][C:3]([c:4]1[c:5]([NH:10][c:11]2[cH:12][cH:13][c:14]([CH2:17][CH2:18][CH2:19][c:20]3[cH:21][cH:22][c:23]([N:26]([CH2:27][CH3:28])[CH2:29][CH3:30])[cH:24][cH:25]3)[cH:15][cH:16]2)[cH:6][cH:7][cH:8][cH:9]1)=[O:31].[CH3:32][CH2:33][OH:34].[CH3:35][C:36](=[O:37])[CH3:38]>>[O:2]=[C:3]([c:4]1[c:5]([NH:10][c:11]2[cH:12][cH:13][c:14]([CH2:17][CH2:18][CH2:19][c:20]3[cH:21][cH:22][c:23]([N:26]([CH2:27][CH3:28])[CH2:29][CH3:30])[cH:24][cH:25]3)[cH:15][cH:16]2)[cH:6][cH:7][cH:8][cH:9]1)[OH:31]. Reactants: O=C(c1ncc[nH]1)c1ncc[nH]1, C1CCOC1, COc1ccc(C(CC(=O)O)N2C(=O)c3cccc(C)c3C2=O)cc1OC1CCCC1, Cl, NO. The product is COc1ccc(C(CC(=O)NO)N2C(=O)c3cccc(C)c3C2=O)cc1OC1CCCC1. As a reaction SMILES: [C:32]([c:33]1[nH:34][cH:35][cH:36][n:37]1)([c:38]1[nH:39][cH:40][cH:41][n:42]1)=[O:43].[CH2:47]1[O:48][CH2:49][CH2:50][CH2:51]1.[CH:1]1([O:6][c:7]2[cH:8][c:9]([CH:15]([CH2:16][C:17](=[O:18])[OH:19])[N:20]3[C:21](=[O:31])[c:22]4[cH:23][cH:24][cH:25][c:26]([CH3:30])[c:27]4[C:28]3=[O:29])[cH:10][cH:11][c:12]2[O:13][CH3:14])[CH2:2][CH2:3][CH2:4][CH2:5]1.[ClH:44].[NH2:45][OH:46]>>[CH:1]1([O:6][c:7]2[cH:8][c:9]([CH:15]([CH2:16][C:17](=[O:18])[NH:45][OH:46])[N:20]3[C:21](=[O:31])[c:22]4[cH:23][cH:24][cH:25][c:26]([CH3:30])[c:27]4[C:28]3=[O:29])[cH:10][cH:11][c:12]2[O:13][CH3:14])[CH2:2][CH2:3][CH2:4][CH2:5]1. Reactants: C(C1=CC=CC=C1)OC(N[C@@H](CNC([C@H](N)C)=O)CC1=CC=CC=C1)=O (Benzyl-[(1R)-2-(D-alanylamino)-1-benzylethyl]carbamate), C(C)(C)(C)OC(=O)N[C@@H](CC1=C(C=C(C=C1C)O)C)C(=O)O (N-(tert-butoxycarbonyl)-2,6-dimethyl-L-tyrosine), Cl.CN(CCCN=C=NCC)C (1-(3-dimethylaminopropyl)-3-ethyl-carbodiimide hydrochloride salt), O.ON1N=NC2=C1C=CC=C2 (1-hydroxybenzotriazole monohydrate), CN1CCOCC1 (N-methylmorpholine). The solvent is CCOC(=O)C (EtOAc), CN(C)C=O (DMF). Run at time 16 hour. The product is C(C)(C)(C)OC(=O)N[C@@H](CC1=C(C=C(C=C1C)O)C)C(=O)N[C@H](C)C(=O)NC[C@@H](CC1=CC=CC=C1)NC(=O)OCC1=CC=CC=C1 (N-(tert-Butoxycarbonyl)-2,6-dimethyl-L-tyrosyl-N-{(2R)-2-[(benzyloxycarbonyl)amino]-3-phenylpropyl}-D-alaninamide). Yield: 91.6%. Reaction SMILES: [CH2:1]([O:8][C:9](=[O:26])[NH:10][C@H:11]([CH2:19][C:20]1[CH:25]=[CH:24][CH:23]=[CH:22][CH:21]=1)[CH2:12][NH:13][C:14](=[O:18])[C@@H:15]([CH3:17])[NH2:16])[C:2]1[CH:7]=[CH:6][CH:5]=[CH:4][CH:3]=1.[C:27]([O:31][C:32]([NH:34][C@H:35]([C:46](O)=[O:47])[CH2:36][C:37]1[C:42]([CH3:43])=[CH:41][C:40]([OH:44])=[CH:39][C:38]=1[CH3:45])=[O:33])([CH3:30])([CH3:29])[CH3:28].Cl.CN(C)CCCN=C=NCC.O.ON1C2C=CC=CC=2N=N1.CN1CCOCC1>CN(C=O)C.CCOC(C)=O>[C:27]([O:31][C:32]([NH:34][C@H:35]([C:46]([NH:16][C@@H:15]([C:14]([NH:13][CH2:12][C@H:11]([NH:10][C:9]([O:8][CH2:1][C:2]1[CH:7]=[CH:6][CH:5]=[CH:4][CH:3]=1)=[O:26])[CH2:19][C:20]1[CH:25]=[CH:24][CH:23]=[CH:22][CH:21]=1)=[O:18])[CH3:17])=[O:47])[CH2:36][C:37]1[C:38]([CH3:45])=[CH:39][C:40]([OH:44])=[CH:41][C:42]=1[CH3:43])=[O:33])([CH3:29])([CH3:30])[CH3:28] |f:2.3,4.5|. Reported procedure: Benzyl-[(1R)-2-(D-alanylamino)-1-benzylethyl]carbamate (145 mg, 0.41 mmol) was combined with N-(tert-butoxycarbonyl)-2,6-dimethyl-L-tyrosine (described in BioOrg. Med. Chem. Letts, 2003, p 599; 129 mg, 0.41 mmol), 1-(3-dimethylaminopropyl)-3-ethyl-carbodiimide hydrochloride salt (94 mg, 0.49 mmol), 1-hydroxybenzotriazole monohydrate (69 mg, 0.45 mmol) and N-methylmorpholine (42 mg, 0.41 mmol) in DMF (5 mL) at room temperature under a nitrogen atmosphere. The mixture was stirred at room temperatu... Reactants: CC(C)(C)OC(=O)Nc1ccc(-c2ccccc2)nc1Br, [Li]CCCC, C1CCOC1, O=CN1CCCCC1. The product is CC(C)(C)OC(=O)Nc1ccc(-c2ccccc2)nc1C=O. RXN SMILES: [Br:1][c:2]1[n:3][c:4](-[c:16]2[cH:17][cH:18][cH:19][cH:20][cH:21]2)[cH:5][cH:6][c:7]1[NH:8][C:9]([O:10][C:11]([CH3:12])([CH3:13])[CH3:14])=[O:15].[CH2:22]([Li:23])[CH2:24][CH2:25][CH3:26].[CH2:35]1[O:36][CH2:37][CH2:38][CH2:39]1.[CH:27](=[O:28])[N:29]1[CH2:30][CH2:31][CH2:32][CH2:33][CH2:34]1>>[c:2]1([CH:27]=[O:28])[n:3][c:4](-[c:16]2[cH:17][cH:18][cH:19][cH:20][cH:21]2)[cH:5][cH:6][c:7]1[NH:8][C:9]([O:10][C:11]([CH3:12])([CH3:13])[CH3:14])=[O:15]. The reactants are COC=1C=C(C=CC1N1C=NC(=C1)C)NC1=NC(=CC(=N1)CC(=O)N)COCC(F)(F)F (2-(2-{[3-Methoxy-4-(4-methyl-1H-imidazol-1-yl)phenyl]amino}-6-[(2,2,2-trifluoroethoxy)-methyl]pyrimidin-4-yl)acetamide), P(=O)(Cl)(Cl)Cl (Phosphorus oxychloride), CN(C1=CC=CC=C1)C (dimethylaniline), ice DCM. Conditions: time 10 minute. The product is COC=1C=C(NC2=NC(=CC(=N2)CC#N)COCC(F)(F)F)C=CC1N1C=NC(=C1)C (2-[2-[3-Methoxy-4-(4-methylimidazol-1-yl)anilino]-6-(2,2,2-trifluoroethoxymethyl)pyrimidin-4-yl]acetonitrile). Reaction SMILES: [CH3:1][O:2][C:3]1[CH:4]=[C:5]([NH:15][C:16]2[N:21]=[C:20]([CH2:22][C:23]([NH2:25])=O)[CH:19]=[C:18]([CH2:26][O:27][CH2:28][C:29]([F:32])([F:31])[F:30])[N:17]=2)[CH:6]=[CH:7][C:8]=1[N:9]1[CH:13]=[C:12]([CH3:14])[N:11]=[CH:10]1.P(Cl)(Cl)(Cl)=O.CN(C)C1C=CC=CC=1>>[CH3:1][O:2][C:3]1[CH:4]=[C:5]([CH:6]=[CH:7][C:8]=1[N:9]1[CH:13]=[C:12]([CH3:14])[N:11]=[CH:10]1)[NH:15][C:16]1[N:21]=[C:20]([CH2:22][C:23]#[N:25])[CH:19]=[C:18]([CH2:26][O:27][CH2:28][C:29]([F:32])([F:31])[F:30])[N:17]=1. Procedure: 2-(2-{[3-Methoxy-4-(4-methyl-1H-imidazol-1-yl)phenyl]amino}-6-[(2,2,2-trifluoroethoxy)-methyl]pyrimidin-4-yl)acetamide (68 mg, 0.15 mmol, 1.0 eq) was added to a solution of Phosphorus oxychloride (4 mL) and dimethylaniline (0.033 mL, 0.26 mmol, 1.75 eq). The reaction mixture was immersed in a pre-heated oil bath at 120° C. for 10 min. The reaction mixture, still hot, was rapidly poured into ice/DCM slurry and stirred for 16 h. The layers were separated and the aqueous layer was extracted twice w... Reactants: O=C1COC2=C(N1)C=C(C=C2)C#N (3-oxo-3,4-dihydro-2H-1,4-benzoxazine-6-carbonitrile), O=C1COC2=C(N1)C=C(C=C2)C#N (3-oxo-3,4-dihydro-2H-1,4-benzoxazine-6-carbonitrile), suspension, [H-].[Na+] (NaH), S(C)(=O)(=O)[O-] (mesylate), [Si](C)(C)(C(C)(C)C)O[C@@H]1CC[C@@H](N(C1)C(=O)OC(C)(C)C)CCO (tert-butyl (2R,5R)-5-{[tert-butyl(dimethyl)silyl]oxy}-2-(2-hydroxyethyl)piperidine-1-carboxylate), [Si](C)(C)(C(C)(C)C)O[C@@H]1CC[C@@H](N(C1)C(=O)OC(C)(C)C)CCO (tert-butyl (2R,5R)-5-{[tert-butyl(dimethyl)silyl]oxy}-2-(2-hydroxyethyl)piperidine-1-carboxylate), C(C)(C)N(CC)C(C)C (diisopropylethylamine), CS(=O)(=O)Cl (methanesulfonyl chloride). Solvent: CN(C)C=O (DMF), C(Cl)Cl (methylene chloride), C(Cl)Cl (methylene chloride). Conditions: time 30 minute. The product is [Si](C)(C)(C(C)(C)C)O[C@@H]1CC[C@@H](N(C1)C(=O)OC(C)(C)C)CCN1C(COC2=C1C=C(C=C2)C#N)=O (tert-Butyl (2R,5R)-5-{[tert-butyl(dimethyl)silyl]oxy}-2-[2-(6-cyano-3-oxo-2,3-dihydro-4H-1,4-benzoxazin-4-yl)ethyl]piperidine-1-carboxylate). Reaction SMILES: [Si:1]([O:8][C@H:9]1[CH2:14][N:13]([C:15]([O:17][C:18]([CH3:21])([CH3:20])[CH3:19])=[O:16])[C@@H:12]([CH2:22][CH2:23]O)[CH2:11][CH2:10]1)([C:4]([CH3:7])([CH3:6])[CH3:5])([CH3:3])[CH3:2].C(N(C(C)C)CC)(C)C.CS(Cl)(=O)=O.[O:39]=[C:40]1[NH:45][C:44]2[CH:46]=[C:47]([C:50]#[N:51])[CH:48]=[CH:49][C:43]=2[O:42][CH2:41]1.[H-].[Na+].S([O-])(=O)(=O)C>C(Cl)Cl.CN(C=O)C>[Si:1]([O:8][C@H:9]1[CH2:14][N:13]([C:15]([O:17][C:18]([CH3:21])([CH3:19])[CH3:20])=[O:16])[C@@H:12]([CH2:22][CH2:23][N:45]2[C:44]3[CH:46]=[C:47]([C:50]#[N:51])[CH:48]=[CH:49][C:43]=3[O:42][CH2:41][C:40]2=[O:39])[CH2:11][CH2:10]1)([C:4]([CH3:6])([CH3:5])[CH3:7])([CH3:3])[CH3:2] |f:4.5|. Reported procedure: To a solution of tert-butyl (2R,5R)-5-{[tert-butyl(dimethyl)silyl]oxy}-2-(2-hydroxyethyl)piperidine-1-carboxylate (Intermediate 187, 1.27 g) in methylene chloride (15 mL) at 0° C. were added diisopropylethylamine (1.2 mL) and methanesulfonyl chloride (0.50 mL). At the same time in a separate flask, to a solution of 3-oxo-3,4-dihydro-2H-1,4-benzoxazine-6-carbonitrile (Intermediate 60) (0.66 g) in DMF (8 mL) at 0° C. was added 60% suspension in oil of NaH (0.25 g). After 30 minutes, the mesylate s... Starting materials: N(=NC(=O)[O-])C(=O)OCC (ethyl azodicarboxylate), C1(=CC=CC=C1)P(C1=CC=CC=C1)C1=CC=CC=C1 (triphenylphosphine), S1C(=CC=C1)CC(=O)O (thiolacetic acid), OCCN1C(SC2=C1C=CC(=C2)OC(F)(F)F)=NC(=O)OC=C (3-(2-hydroxyethyl)-2-vinyloxycarbonylimino-6-trifluoromethoxybenzothiazoline). The solvent is O1CCCC1 (tetrahydrofuran), CO (methanol), O1CCCC1 (tetrahydrofuran). Conditions: time 30 minute. Product: C(C)(=O)SCCN1C(SC2=C1C=CC(=C2)OC(F)(F)F)=NC(=O)OC=C (3-(2-Acetylthioethyl)-2-vinyloxycarbonylimino-6-trifluoromethoxybenzothiazoline). RXN SMILES: N(C([O:8][CH2:9][CH3:10])=O)=NC([O-])=O.C1(P(C2C=CC=CC=2)C2C=CC=CC=2)C=CC=CC=1.[S:30]1C=CC=[C:31]1CC(O)=O.OC[CH2:41][N:42]1[C:46]2[CH:47]=[CH:48][C:49]([O:51][C:52]([F:55])([F:54])[F:53])=[CH:50][C:45]=2[S:44][C:43]1=[N:56][C:57]([O:59][CH:60]=[CH2:61])=[O:58]>O1CCCC1.CO>[C:9]([S:30][CH2:31][CH2:41][N:42]1[C:46]2[CH:47]=[CH:48][C:49]([O:51][C:52]([F:54])([F:53])[F:55])=[CH:50][C:45]=2[S:44][C:43]1=[N:56][C:57]([O:59][CH:60]=[CH2:61])=[O:58])(=[O:8])[CH3:10]. Reported procedure: 3-(2-Acetylthioethyl)-2-vinyloxycarbonylimino-6-trifluoromethoxybenzothiazoline may be obtained in the following manner: ethyl azodicarboxylate (10.5 cc) is added dropwise to triphenylphosphine (17.6 g) dissolved in tetrahydrofuran (150 cc) at 0° C. Stirring is continued for 30 minutes at this temperature. A solution of thiolacetic acid (4.8 cc) and 3-(2-hydroxyethyl)-2-vinyloxycarbonylimino-6-trifluoromethoxybenzothiazoline (11.7 g) in tetrahydrofuran (75 cc) is then added gradually. The reacti... Starting materials: CCOC(=O)/N=N/C(=O)OCC (DEAD), OC=1C=C(C=CC1OC)[C@H](CC1=CC=NC=C1)C=1C=C(N)C=CC1 (3-[1-(R)-(3-hydroxy-4-methoxyphenyl)-2-(4-pyridyl)ethyl]aniline), C1=CC=C(C=C1)P(C2=CC=CC=C2)C3=CC=CC=C3 (PPh3), C1C(CC2=CC=CC=C12)O (2-indanol), C1C(CC2=CC=CC=C12)O (2-indanol), C1=CC=C(C=C1)P(C2=CC=CC=C2)C3=CC=CC=C3 (PPh3), CCOC(=O)/N=N/C(=O)OCC (DEAD), crude product. Run in C(C)OC(C)=O (ethylacetate), C1CCOC1 (THF), C(C)(=O)OCC (ethyl acetate). Run at time 10 minute. The product is C1C(CC2=CC=CC=C12)OC=1C=C(C=CC1OC)[C@H](CC1=CC=NC=C1)C1=CC=C(N)C=C1 ((R)-4-[1-(3-(2-Indanyloxy)-4-methoxyphenyl)-2-(4-pyridyl)ethyl]aniline). The yield is 63.0%. RXN SMILES: O[C:2]1[CH:3]=[C:4]([C@@H:10]([C:18]2[CH:19]=[C:20]([CH:22]=[CH:23][CH:24]=2)N)[CH2:11][C:12]2[CH:17]=[CH:16][N:15]=[CH:14][CH:13]=2)[CH:5]=[CH:6][C:7]=1[O:8][CH3:9].C1C=CC(P(C2C=CC=CC=2)C2C=CC=CC=2)=CC=1.[CH2:44]1[C:52]2[C:47](=[CH:48][CH:49]=[CH:50][CH:51]=2)[CH2:46][CH:45]1[OH:53].CCOC(/[N:59]=N/C(OCC)=O)=O>C1COCC1.C(OCC)(=O)C>[CH2:44]1[C:52]2[C:47](=[CH:48][CH:49]=[CH:50][CH:51]=2)[CH2:46][CH:45]1[O:53][C:2]1[CH:3]=[C:4]([C@@H:10]([C:18]2[CH:19]=[CH:20][C:22]([NH2:59])=[CH:23][CH:24]=2)[CH2:11][C:12]2[CH:13]=[CH:14][N:15]=[CH:16][CH:17]=2)[CH:5]=[CH:6][C:7]=1[O:8][CH3:9]. Reported procedure: To a solution of Intermediate 1 (1.0 g, 3.1 mmol) in THF (25 ml) at RT was added PPh3 (820 mg, 1 eq), 2-indanol (419 mg, 1 eq) and the solution stirred for 10 min prior to the addition of DEAD (492 μl, 1 eq). The reaction mixture was stirred at this temperature for 65 h before the further addition of 2-indanol (419 mg), PPh3 (820 mg) and DEAD (492 μl ). The mixture was stirred for an additional 1.5 h then quenched by the addition of water (10 ml). The mixture was diluted with ethyl acetate (100 ... Reactants: C(C=C)N1N=NC(=C1)C=1C=C(CCOCCC(=O)OC(C)(C)C)C=CC1 (tert-butyl 3-(3-(1-allyl-1H-1,2,3-triazol-4-yl)phenethoxy)propanoate), COC(CNC1CCCCC1)OC (N-(2,2-dimethoxyethyl)cyclohexanamine), C(C)(=O)OCC (ethyl acetate). Run in CCCC(C)C (isohexane). The product is C(C=C)N1N=NC(=C1)C=1C=C(CCOCCC(=O)N(CC(OC)OC)C2CCCCC2)C=CC1 (3-(3-(1-Allyl-1H-1,2,3-triazol-4-yl)phenethoxy)-N-cyclohexyl-N-(2,2-dimethoxyethyl)propanamide). Reaction SMILES: [CH2:1]([N:4]1[CH:8]=[C:7]([C:9]2[CH:10]=[C:11]([CH:24]=[CH:25][CH:26]=2)[CH2:12][CH2:13][O:14][CH2:15][CH2:16][C:17]([O:19]C(C)(C)C)=O)[N:6]=[N:5]1)[CH:2]=[CH2:3].[CH3:27][O:28][CH:29]([O:38][CH3:39])[CH2:30][NH:31][CH:32]1[CH2:37][CH2:36][CH2:35][CH2:34][CH2:33]1.C(OCC)(=O)C>CCCC(C)C>[CH2:1]([N:4]1[CH:8]=[C:7]([C:9]2[CH:10]=[C:11]([CH:24]=[CH:25][CH:26]=2)[CH2:12][CH2:13][O:14][CH2:15][CH2:16][C:17]([N:31]([CH:32]2[CH2:37][CH2:36][CH2:35][CH2:34][CH2:33]2)[CH2:30][CH:29]([O:38][CH3:39])[O:28][CH3:27])=[O:19])[N:6]=[N:5]1)[CH:2]=[CH2:3]. Procedure: The subtitled compound (584 mg) was prepared from tert-butyl 3-(3-(1-allyl-1H-1,2,3-triazol-4-yl)phenethoxy)propanoate [Ex 4, Step iii)] and N-(2,2-dimethoxyethyl)cyclohexanamine using a similar method to that described in Example 12, Step iii) the elution gradient 20 to 100% ethyl acetate in isohexane. 1H NMR (400 MHz, CD3OD) δ 8.29 (s, 1H), 7.69 and 7.67 (2 s, 1H), 7.64 (d, J=7.9 Hz, 1H), 7.322 and 7.318 (2×t, J=7.7 Hz, 1H), 7.20 (d, J=6.9 Hz, 1H), 6.17-6.06 (m, 1H), 5.36-5.27 (m, 2H), 5.06 (d...